Dataset: the Open Reaction Database (ORD), a public repository of structured organic reaction records. Task: describe an organic reaction: reactants, conditions, products, and yield The reactants are COc1cc2nccc(Oc3ccc(N)cc3)c2cc1OC, Cc1ccccc1, CCO, O=C(N=C=S)c1ccc(CN2CCOCC2)cc1, O=C(Cl)c1ccc(CN2CCOCC2)cc1, O=S(Cl)Cl. Yields the product COc1cc2nccc(Oc3ccc(NC(=S)NC(=O)c4ccc(CN5CCOCC5)cc4)cc3)c2cc1OC. As a reaction SMILES: [CH3:21][O:22][c:23]1[cH:24][c:25]2[c:26]([O:35][c:36]3[cH:37][cH:38][c:39]([NH2:40])[cH:41][cH:42]3)[cH:27][cH:28][n:29][c:30]2[cH:31][c:32]1[O:33][CH3:34].[CH3:61][c:62]1[cH:63][cH:64][cH:65][cH:66][cH:67]1.[CH3:68][CH2:69][OH:70].[O:43]1[CH2:44][CH2:45][N:46]([CH2:49][c:50]2[cH:51][cH:52][c:53]([C:56](=[O:57])[N:58]=[C:59]=[S:60])[cH:54][cH:55]2)[CH2:47][CH2:48]1.[O:5]1[CH2:6][CH2:7][N:8]([CH2:9][c:10]2[cH:11][cH:12][c:13]([C:14]([Cl:15])=[O:16])[cH:17][cH:18]2)[CH2:19][CH2:20]1.[S:1]([Cl:2])([Cl:3])=[O:4]>>[CH3:21][O:22][c:23]1[cH:24][c:25]2[c:26]([O:35][c:36]3[cH:37][cH:38][c:39]([NH:40][C:59]([NH:58][C:56]([c:53]4[cH:52][cH:51][c:50]([CH2:49][N:46]5[CH2:45][CH2:44][O:43][CH2:48][CH2:47]5)[cH:55][cH:54]4)=[O:57])=[S:60])[cH:41][cH:42]3)[cH:27][cH:28][n:29][c:30]2[cH:31][c:32]1[O:33][CH3:34]. The reactants are FC1=CC=CC=2OC(OC21)(C2=CC=C(C=C2)C(F)(F)F)C2CCNCC2 (4-[4-fluoro-2-(4-trifluoromethyl-phenyl)-benzo[1,3]dioxol-2-yl]-piperidine), O=C(CCN1C(C2=CC=CC=C2C1=O)=O)C (2-(3-oxo-butyl)-isoindole-1,3-dione). Yields the product FC1=CC=CC=2OC(OC21)(C2=CC=C(C=C2)C(F)(F)F)C2CCN(CC2)C(CCN)C (3-{4-[4-fluoro-2-(4-trifluoromethyl-phenyl)-benzo[1,3]dioxol-2-yl]-piperidin-1-yl}-butylamine). As a reaction SMILES: [F:1][C:2]1[C:10]2[O:9][C:8]([CH:21]3[CH2:26][CH2:25][NH:24][CH2:23][CH2:22]3)([C:11]3[CH:16]=[CH:15][C:14]([C:17]([F:20])([F:19])[F:18])=[CH:13][CH:12]=3)[O:7][C:6]=2[CH:5]=[CH:4][CH:3]=1.O=[C:28]([CH3:42])[CH2:29][CH2:30][N:31]1C(=O)C2C(=CC=CC=2)C1=O>>[F:1][C:2]1[C:10]2[O:9][C:8]([CH:21]3[CH2:22][CH2:23][N:24]([CH:28]([CH3:42])[CH2:29][CH2:30][NH2:31])[CH2:25][CH2:26]3)([C:11]3[CH:12]=[CH:13][C:14]([C:17]([F:18])([F:20])[F:19])=[CH:15][CH:16]=3)[O:7][C:6]=2[CH:5]=[CH:4][CH:3]=1. Procedure details: Using general procedure B with the above amine (18 mg, 0.049 mmol) and 2-(3-oxo-butyl)-isoindole-1,3-dione (21 mg, 0.098 mmol) and then using general procedure D afforded 3-{4-[4-fluoro-2-(4-trifluoromethyl-phenyl)-benzo[1,3]dioxol-2-yl]-piperidin-1-yl}-butylamine as a white solid (11 mg, 52% over 2 steps). The reactants are OC1=C(C=C(C=C1)CCCCCC1=CC(=C(C=C1)O)[N+](=O)[O-])[N+](=O)[O-] (1,5-Bis(4-hydroxy-3-nitrophenyl)pentane), CO (methanol). Reagents/catalysts: [Pd] (palladium/carbon). Solvent: C(C)(=O)OCC (ethyl acetate), C(C)(=O)OCC (ethyl acetate). Reaction conditions: time 4 hour. Yields the product NC=1C=C(C=CC1O)CCCCCC1=CC(=C(C=C1)O)N (1,5-Bis(3-Amino-4-hydroxylphenyl)pentane). Yield: 93.5%. RXN SMILES: [OH:1][C:2]1[CH:7]=[CH:6][C:5]([CH2:8][CH2:9][CH2:10][CH2:11][CH2:12][C:13]2[CH:18]=[CH:17][C:16]([OH:19])=[C:15]([N+:20]([O-])=O)[CH:14]=2)=[CH:4][C:3]=1[N+:23]([O-])=O.CO>C(OCC)(=O)C.[Pd]>[NH2:20][C:15]1[CH:14]=[C:13]([CH2:12][CH2:11][CH2:10][CH2:9][CH2:8][C:5]2[CH:6]=[CH:7][C:2]([OH:1])=[C:3]([NH2:23])[CH:4]=2)[CH:18]=[CH:17][C:16]=1[OH:19]. Reported procedure: A mixture of 1,5-bis(4-hydroxy-3-nitrophenyl)pentane of Example 10 (6.6 g), ethyl acetate (150 ml), methanol (50 ml) and 300 mg of palladium/carbon (5%) was hydrogenated on a Parr hydrogenator for 4 hours. Then it was diluted with 100 ml of ethyl acetate, filtered and concentrated to give 5.1 g of an off-white solid. NMR and TLC confirmed the structure. The reactants are CC(C)C[Al+]CC(C)C, COC(=O)c1cn(S(=O)(=O)c2ccccc2)c(-c2ccccc2)c1C, Cc1ccccc1, Cl, [H-], C1CCOC1. Yields the product Cc1c(C=O)cn(S(=O)(=O)c2ccccc2)c1-c1ccccc1. As a reaction SMILES: [CH2:34]([Al+:35][CH2:36][CH:37]([CH3:38])[CH3:39])[CH:40]([CH3:41])[CH3:42].[CH3:1][c:2]1[c:3]([C:22](=[O:23])[O:24][CH3:25])[cH:4][n:5]([S:13](=[O:14])(=[O:15])[c:16]2[cH:17][cH:18][cH:19][cH:20][cH:21]2)[c:6]1-[c:7]1[cH:8][cH:9][cH:10][cH:11][cH:12]1.[CH3:26][c:27]1[cH:28][cH:29][cH:30][cH:31][cH:32]1.[ClH:43].[H-:33].[O:44]1[CH2:45][CH2:46][CH2:47][CH2:48]1>>[CH3:1][c:2]1[c:3]([CH:22]=[O:23])[cH:4][n:5]([S:13](=[O:14])(=[O:15])[c:16]2[cH:17][cH:18][cH:19][cH:20][cH:21]2)[c:6]1-[c:7]1[cH:8][cH:9][cH:10][cH:11][cH:12]1.